From a dataset of the Open Reaction Database (ORD), a public repository of structured organic reaction records. describe an organic reaction: reactants, conditions, products, and yield Run in O1CCCC1 (tetrahydrofuran). Starting materials: [H-].[Al+3].[Li+].[H-].[H-].[H-] (lithium aluminum hydride), C1(=NC=CC2=CC=CC=C12)NC(=O)C1(CCCCC1)C1=CC=CC=C1 (1-phenyl-cyclohexanecarboxylic acid isoquinolin-1-ylamide), [H-].[Al+3].[Li+].[H-].[H-].[H-] (lithium aluminum hydride). The yield is 37.9%. RXN SMILES: [C:1]1([NH:11][C:12]([C:14]2([C:20]3[CH:25]=[CH:24][CH:23]=[CH:22][CH:21]=3)[CH2:19][CH2:18][CH2:17][CH2:16][CH2:15]2)=O)[C:10]2[C:5](=[CH:6][CH:7]=[CH:8][CH:9]=2)[CH:4]=[CH:3][N:2]=1.[H-].[Al+3].[Li+].[H-].[H-].[H-]>O1CCCC1>[C:1]1([NH:11][CH2:12][C:14]2([C:20]3[CH:25]=[CH:24][CH:23]=[CH:22][CH:21]=3)[CH2:15][CH2:16][CH2:17][CH2:18][CH2:19]2)[C:10]2[C:5](=[CH:6][CH:7]=[CH:8][CH:9]=2)[CH:4]=[CH:3][N:2]=1 |f:1.2.3.4.5.6|. Procedure details: A solution of 1-phenyl-cyclohexanecarboxylic acid isoquinolin-1-ylamide (0.117 g; 0.35 mmol) in tetrahydrofuran (10 mL) was cooled to 0° C. and treated with lithium aluminum hydride (0.040 g; 1.05 mmol). The reaction mixture was allowed to slowly warm to room temperature. After 18 h at room temperature additional lithium aluminum hydride was added (0.04 g; 1.05 mmol) and the reaction mixture was heated at 40° C. for 2 h. The reaction mixture was cooled back to 0° C. and carefully quenched by the... The product is C1(=NC=CC2=CC=CC=C12)NCC1(CCCCC1)C1=CC=CC=C1 (isoquinolin-1-yl-(1-phenyl-cyclohexylmethyl)-amine).